From a dataset of the Open Reaction Database (ORD), a public repository of structured organic reaction records. describe an organic reaction: reactants, conditions, products, and yield The product is C=Cc1ccc(C2CC3CCC(C2C(=O)OC)N3C)cc1. Reaction SMILES: [C:1](=[O:2])([O:3][CH3:4])[CH:5]1[CH:6]2[CH2:7][CH2:8][CH:9]([CH2:10][CH:11]1[c:12]1[cH:13][cH:14][c:15]([Br:18])[cH:16][cH:17]1)[N:19]2[CH3:20].[CH:21](=[CH2:22])[Sn:23]([CH2:24][CH2:25][CH2:26][CH3:27])([CH2:28][CH2:29][CH2:30][CH3:31])[CH2:32][CH2:33][CH2:34][CH3:35]>>[C:1](=[O:2])([O:3][CH3:4])[CH:5]1[CH:6]2[CH2:7][CH2:8][CH:9]([CH2:10][CH:11]1[c:12]1[cH:13][cH:14][c:15]([CH:21]=[CH2:22])[cH:16][cH:17]1)[N:19]2[CH3:20]. Starting materials: COC(=O)C1C(c2ccc(Br)cc2)CC2CCC1N2C, C=C[Sn](CCCC)(CCCC)CCCC. Reactants: C(C1=CC=CC=C1)OCC(O)CO (1-O-benzyl-glycerol), [Si](C)(C)(C(C)(C)C)Cl (t-butyldimethylsilyl chloride), TEA. Reagents/catalysts: CN(C)C=1C=CN=CC1 (DMAP). Solvent: C(Cl)Cl (CH2Cl2). Run at time 3 hour. Product: C(C1=CC=CC=C1)OCC(O)CO[Si](C)(C)C(C)(C)C (1-O-benzyl-3-O-t-butyldimethylsilyl-rac-glycerol). Yield: 102.9%. RXN SMILES: [CH2:1]([O:8][CH2:9][CH:10]([CH2:12][OH:13])[OH:11])[C:2]1[CH:7]=[CH:6][CH:5]=[CH:4][CH:3]=1.[Si:14](Cl)([C:17]([CH3:20])([CH3:19])[CH3:18])([CH3:16])[CH3:15]>C(Cl)Cl.CN(C1C=CN=CC=1)C>[CH2:1]([O:8][CH2:9][CH:10]([CH2:12][O:13][Si:14]([C:17]([CH3:20])([CH3:19])[CH3:18])([CH3:16])[CH3:15])[OH:11])[C:2]1[CH:7]=[CH:6][CH:5]=[CH:4][CH:3]=1. Reported procedure: To a mixture of 1-O-benzyl-glycerol (27 mL, 0.16 mol) and t-butyldimethylsilyl chloride (25 g, 0.17 mol) in dry CH2Cl2 (250 mL) under N2 was added DMAP (0.8 g, 6.6 mmol) followed by the addition of TEA (23 mL, 0.17 mol). After 3 hours, the mixture was washed with H2O (2×100 mL), dried (MgSO4) and concentrated to give 1-O-benzyl-3-O-t-butyldimethylsilyl-rac-glycerol (40) (48.8 g, 100%) as a yellow oil. Reactants: C(C1=CC=CC=C1)N(C(C(O)C1=CC=C(C=C1)[C@H](C)NC(OC(C)(C)C)=O)(C)C)C (tert-butyl [(1S)-1-(4-{2-[benzyl(methyl)amino]-1-hydroxy-2-methylpropyl}phenyl)ethyl]carbamate). The reagents and catalysts are [Pd] (palladium/carbon). Run in CO (methanol). Conditions: time 1 hour. Product: C(C)(C)(C)OC(N[C@@H](C)C1=CC=C(C=C1)C(C(C)(NC)C)O)=O (tert-butyl((1S)-1-{4-[1-hydroxy-2-methyl-2-(methylamino)propyl]phenyl}ethyl)carbamate). The yield is 106.0%. RXN SMILES: [CH2:1]([N:8](C)[C:9]([CH3:29])([CH3:28])[CH:10]([C:12]1[CH:17]=[CH:16][C:15]([C@@H:18]([NH:20][C:21](=[O:27])[O:22][C:23]([CH3:26])([CH3:25])[CH3:24])[CH3:19])=[CH:14][CH:13]=1)[OH:11])C1C=CC=CC=1>CO.[Pd]>[C:23]([O:22][C:21](=[O:27])[NH:20][C@H:18]([C:15]1[CH:14]=[CH:13][C:12]([CH:10]([OH:11])[C:9]([CH3:29])([NH:8][CH3:1])[CH3:28])=[CH:17][CH:16]=1)[CH3:19])([CH3:25])([CH3:24])[CH3:26]. Procedure: 227 mg of the compound [86-3] was dissolved in 7 mL of methanol, and 114 mg of a 20% palladium/carbon catalyst was added thereto. The mixture was stirred at room temperature for 1 hour under hydrogen atmosphere. The catalyst was filtered through Celite, and the filtrate was concentrated under reduced pressure to obtain 188 mg of tert-butyl((1S)-1-{4-[1-hydroxy-2-methyl-2-(methylamino)propyl]phenyl}ethyl)carbamate [86-4] (hereinafter, referred to as the compound [86-4]). Starting materials: ClC1=CC=NC2=CC(=C(C=C12)C#N)OCCOC (4-Chloro-6-cyano-7-(2-methoxyethoxy)quinoline), CC(C)([O-])C.[K+] (potassium t-butoxide), C(O)([O-])=O.[Na+] (sodium hydrogen carbonate), C(C1=CC=CC=C1)OC=1C(=CC(=C(C1)O)F)C (5-benzyloxy-2-fluoro-4-methylphenol). The solvent is CS(=O)C (DMSO), O (water). Run at temperature 160 celsius. Product: C(C1=CC=CC=C1)OC=1C(=CC(=C(OC2=CC=NC3=CC(=C(C=C23)C#N)OCCOC)C1)F)C (4-(5-benzyloxy-2-fluoro-4-methylphenoxy)-6-cyano-7-(2-methoxyethoxy)quinoline). Yield: 62.7%. RXN SMILES: Cl[C:2]1[C:11]2[C:6](=[CH:7][C:8]([O:14][CH2:15][CH2:16][O:17][CH3:18])=[C:9]([C:12]#[N:13])[CH:10]=2)[N:5]=[CH:4][CH:3]=1.C(=O)([O-])O.[Na+].[CH2:24]([O:31][C:32]1[C:33]([CH3:40])=[CH:34][C:35]([F:39])=[C:36]([OH:38])[CH:37]=1)[C:25]1[CH:30]=[CH:29][CH:28]=[CH:27][CH:26]=1.CC(C)([O-])C.[K+]>CS(C)=O.O>[CH2:24]([O:31][C:32]1[C:33]([CH3:40])=[CH:34][C:35]([F:39])=[C:36]([CH:37]=1)[O:38][C:2]1[C:11]2[C:6](=[CH:7][C:8]([O:14][CH2:15][CH2:16][O:17][CH3:18])=[C:9]([C:12]#[N:13])[CH:10]=2)[N:5]=[CH:4][CH:3]=1)[C:25]1[CH:26]=[CH:27][CH:28]=[CH:29][CH:30]=1 |f:1.2,4.5|. Procedure details: 4-Chloro-6-cyano-7-(2-methoxyethoxy)quinoline (187 mg, 0.71 mmol), (prepared as described for the starting material in Example 1 but with an aqueous sodium hydrogen carbonate work up), was added to a solution of 5-benzyloxy-2-fluoro-4-methylphenol (248 mg, 1 mmol), (prepared as described for the starting material in Example 3), and potassium t-butoxide (120 mg, 1 mmol) in DMSO (5 ml) and the mixture then heated at 160° C. for 1.5 hours. The mixture was diluted with water and extracted with ethyl...